This data is from the Open Reaction Database (ORD), a public repository of structured organic reaction records. The task is: describe an organic reaction: reactants, conditions, products, and yield Starting materials: C#C[Si](C)(C)C, [Cu]I, CC(C)(C)OC(=O)N1CCN(c2ccc(I)cc2)CC1, CN(C)C=O, Cl[Pd]Cl, c1ccc(P(c2ccccc2)c2ccccc2)cc1, c1ccc(P(c2ccccc2)c2ccccc2)cc1. Product: C#Cc1ccc(N2CCN(C(=O)OC(C)(C)C)CC2)cc1. As a reaction SMILES: [CH3:21][Si:22]([CH3:23])([CH3:24])[C:25]#[CH:26].[Cu:27][I:28].[I:1][c:2]1[cH:3][cH:4][c:5]([N:8]2[CH2:9][CH2:10][N:11]([C:14](=[O:15])[O:16][C:17]([CH3:18])([CH3:19])[CH3:20])[CH2:12][CH2:13]2)[cH:6][cH:7]1.[O:70]=[CH:71][N:72]([CH3:73])[CH3:74].[Pd:29]([Cl:30])[Cl:31].[c:32]1([P:33]([c:34]2[cH:35][cH:36][cH:37][cH:38][cH:39]2)[c:40]2[cH:41][cH:42][cH:43][cH:44][cH:45]2)[cH:46][cH:47][cH:48][cH:49][cH:50]1.[c:51]1([P:52]([c:53]2[cH:54][cH:55][cH:56][cH:57][cH:58]2)[c:59]2[cH:60][cH:61][cH:62][cH:63][cH:64]2)[cH:65][cH:66][cH:67][cH:68][cH:69]1>>[c:2]1([C:25]#[CH:26])[cH:3][cH:4][c:5]([N:8]2[CH2:9][CH2:10][N:11]([C:14](=[O:15])[O:16][C:17]([CH3:18])([CH3:19])[CH3:20])[CH2:12][CH2:13]2)[cH:6][cH:7]1.